Task: describe an organic reaction: reactants, conditions, products, and yield. Dataset: the Open Reaction Database (ORD), a public repository of structured organic reaction records The reactants are C (charcoal), ClC=1C=C(N)C=C(C1)Cl (3,5-dichloroaniline), C(C1=CC=CC=C1)=O (benzaldehyde), O.C1(=CC=C(C=C1)S(=O)(=O)O)C (p-toluenesulfonic acid monohydrate). Run in C1(=CC=CC=C1)C (toluene). The product is C(C1=CC=CC=C1)=NC1=CC(=CC(=C1)Cl)Cl (N-benzylidene-3,5-dichloroaniline). Reaction SMILES: [Cl:1][C:2]1[CH:3]=[C:4]([CH:6]=[C:7]([Cl:9])[CH:8]=1)[NH2:5].[CH:10](=O)[C:11]1[CH:16]=[CH:15][CH:14]=[CH:13][CH:12]=1.O.C1(C)C=CC(S(O)(=O)=O)=CC=1.C>C1(C)C=CC=CC=1>[CH:10](=[N:5][C:4]1[CH:3]=[C:2]([Cl:1])[CH:8]=[C:7]([Cl:9])[CH:6]=1)[C:11]1[CH:16]=[CH:15][CH:14]=[CH:13][CH:12]=1 |f:2.3|. Reported procedure: To a reaction flask, equipped with a Dean-Stark trap, is added 3,5-dichloroaniline (16.2 g., 0.10 mole), benzaldehyde (10.6 g., 0.10 mole), p-toluenesulfonic acid monohydrate (0.2 g.), and toluene (100 ml.). The reaction mixture is then warmed to reflux and the water (1.65 ml.) collected by azeotroping. The cooled reaction mixture is treated with charcoal and the filtrate reduced in vacuo to give an amber oil that crystallizes on standing to give N-benzylidene-3,5-dichloroaniline which is recrys... Reactants: FC1=CC=C(C(=O)NC=2C(=C(C3=C(C(C(O3)(C)C)C3=CC=CC=C3)C2C)C)C)C=C1 (4-fluoro-N-(2,2,4,6,7-pentamethyl-3-phenyl-2,3-dihydro-1-benzofuran-5-yl)benzamide). Run in CO (Methanol). The product is FC1=CC=C(CNC=2C(=C(C3=C(C(C(O3)(C)C)C3=CC=CC=C3)C2C)C)C)C=C1 (N-(4-Fluorobenzyl)-2,2,4,6,7-pentamethyl-3-phenyl-2,3-dihydro-1-benzofuran-5-amine). Isolated yield 60.0%. As a reaction SMILES: [F:1][C:2]1[CH:30]=[CH:29][C:5]([C:6]([NH:8][C:9]2[C:10]([CH3:28])=[C:11]([CH3:27])[C:12]3[O:16][C:15]([CH3:18])([CH3:17])[CH:14]([C:19]4[CH:24]=[CH:23][CH:22]=[CH:21][CH:20]=4)[C:13]=3[C:25]=2[CH3:26])=O)=[CH:4][CH:3]=1>CO>[F:1][C:2]1[CH:3]=[CH:4][C:5]([CH2:6][NH:8][C:9]2[C:10]([CH3:28])=[C:11]([CH3:27])[C:12]3[O:16][C:15]([CH3:18])([CH3:17])[CH:14]([C:19]4[CH:24]=[CH:23][CH:22]=[CH:21][CH:20]=4)[C:13]=3[C:25]=2[CH3:26])=[CH:29][CH:30]=1. Reported procedure: By using 4-fluoro-N-(2,2,4,6,7-pentamethyl-3-phenyl-2,3-dihydro-1-benzofuran-5-yl)benzamide, the title compound was synthesized according to Example 2b. Yield: 60%. Melting point: 93-95° C. (Methanol) The reactants are O=C(O)c1cc2ccccc2s1, Nc1ccc2nccnc2c1. The reagents and catalysts are C1CCC(CC1)N=C=NC2CCCCC2 (DCC), C1=CC2=C(C=C1Cl)N(N=N2)O (6-Cl-HOBT). The solvent is CN(C)C=O (DMF), CN(C)C=O (DMF), CN(C)C=O (DMF), CN(C)C=O (DMF), CN(C)C=O (DMF), CN(C)C=O (DMF). Reaction conditions: temperature 25 celsius, time 2 hour. Product: O=C(Nc1ccc2nccnc2c1)c1cc2ccccc2s1. Yield: 8.7%. As a reaction SMILES: Nc1ccc2nccnc2c1.O=C(O)c1cc2ccccc2s1.C1CCC(CC1)N=C=NC2CCCCC2.C1=CC2=C(C=C1Cl)N(N=N2)O.CN(C)C=O>>O=C(Nc1ccc2nccnc2c1)c1cc2ccccc2s1.